This data is from the Open Reaction Database (ORD), a public repository of structured organic reaction records. The task is: describe an organic reaction: reactants, conditions, products, and yield Starting materials: CC=1C(=C(C(=O)OCC)C=CC1)[N+](=O)[O-] (ethyl 3-methyl-2-nitrobenzoate), C(C)OC(CC)(N(C)C)OCC (N,N-dimethylpropionamide diethyl acetal). The solvent is C(C)(=O)OCC (ethyl acetate). Conditions: temperature 145 celsius. Yields the product [N+](=O)([O-])C1=C(C(=O)OCC)C=CC=C1CC(CC)=O (Ethyl 2-nitro-3-(2-oxobutyl)benzoate). Isolated yield 29.6%. As a reaction SMILES: [CH3:1][C:2]1[C:3]([N+:13]([O-:15])=[O:14])=[C:4]([CH:10]=[CH:11][CH:12]=1)[C:5]([O:7][CH2:8][CH3:9])=[O:6].C([O:18][C:19](OCC)(N(C)C)[CH2:20][CH3:21])C>C(OCC)(=O)C>[N+:13]([C:3]1[C:2]([CH2:1][C:19](=[O:18])[CH2:20][CH3:21])=[CH:12][CH:11]=[CH:10][C:4]=1[C:5]([O:7][CH2:8][CH3:9])=[O:6])([O-:15])=[O:14]. Reported procedure: A stirred mixture of ethyl 3-methyl-2-nitrobenzoate (0.96 g) and N,N-dimethylpropionamide diethyl acetal (2.3 g) was heated at 145° C. for 36 hours. The reaction mixture was dissolved in ethyl acetate. The solution was washed with dilute hydrochloric acid and then water, dried and concentrated to dryness. The residue was purified by column chromatography on silica gel to give a pale brown syrup (0.36 g, 33%). Procedure details: p-[N-(2-Methyl-4-oxo-3,4-dihydroquinazolin-6-ylmethyl)-N-(prop-2-ynyl)amino]-N-(2-hydroxy-2-phenylethyl)benzamide (0.105 g) was dissolved in DMF (3 ml) and acetic anhydride (34 mg) and pyridine (37 mg) were added in turn. The mixture was stirred at 20° C. for 24 hours. The mixture was evaporated and the residue was triturated with water (5 ml). The solid was filtered off, washed with water and dried in air to give N-(2-acetoxy-2-phenylethyl)-p-[N-(2-methyl-4-oxo-3,4-dihydroquinazolin-6-ylmethyl)... The yield is 83.0%. Product: C(C)(=O)OC(CNC(C1=CC=C(C=C1)N(CC#C)CC=1C=C2C(NC(=NC2=CC1)C)=O)=O)C1=CC=CC=C1 (N-(2-acetoxy-2-phenylethyl)-p-[N-(2-methyl-4-oxo-3,4-dihydroquinazolin-6-ylmethyl)-N-(prop-2-ynyl)amino]benzamide). Solvent: CN(C)C=O (DMF). The reactants are C(C)(=O)OC(C)=O (acetic anhydride), N1=CC=CC=C1 (pyridine), CC1=NC2=CC=C(C=C2C(N1)=O)CN(CC#C)C1=CC=C(C(=O)NCC(C2=CC=CC=C2)O)C=C1 (p-[N-(2-Methyl-4-oxo-3,4-dihydroquinazolin-6-ylmethyl)-N-(prop-2-ynyl)amino]-N-(2-hydroxy-2-phenylethyl)benzamide). Reaction conditions: temperature 20 celsius, time 24 hour. Reaction SMILES: [CH3:1][C:2]1[NH:11][C:10](=[O:12])[C:9]2[C:4](=[CH:5][CH:6]=[C:7]([CH2:13][N:14]([C:18]3[CH:35]=[CH:34][C:21]([C:22]([NH:24][CH2:25][CH:26]([OH:33])[C:27]4[CH:32]=[CH:31][CH:30]=[CH:29][CH:28]=4)=[O:23])=[CH:20][CH:19]=3)[CH2:15][C:16]#[CH:17])[CH:8]=2)[N:3]=1.[C:36](OC(=O)C)(=[O:38])[CH3:37].N1C=CC=CC=1>CN(C=O)C>[C:36]([O:33][CH:26]([C:27]1[CH:28]=[CH:29][CH:30]=[CH:31][CH:32]=1)[CH2:25][NH:24][C:22](=[O:23])[C:21]1[CH:20]=[CH:19][C:18]([N:14]([CH2:13][C:7]2[CH:8]=[C:9]3[C:4](=[CH:5][CH:6]=2)[N:3]=[C:2]([CH3:1])[NH:11][C:10]3=[O:12])[CH2:15][C:16]#[CH:17])=[CH:35][CH:34]=1)(=[O:38])[CH3:37]. Starting materials: C1(CC1)NS(=O)(=O)N (N-cyclopropylsulfamide), C1=CSC(=N1)N (2-amino thiozol), Boc. Yields the product S1C(=NC=C1)NNS(=O)(=O)N (Thiazol-2-ylaminosulfamide). RXN SMILES: C1([NH:4][S:5]([NH2:8])(=[O:7])=[O:6])CC1.[CH:9]1[N:13]=[C:12]([NH2:14])[S:11][CH:10]=1>>[S:11]1[CH:10]=[CH:9][N:13]=[C:12]1[NH:14][NH:4][S:5]([NH2:8])(=[O:6])=[O:7]. Reported procedure: The titled compound was prepared according to the same procedures described for the synthesis of N-cyclopropylsulfamide above, substituting cyclopropyl amine with 2-amino thiozol. However, the Boc-protected intermediate was never isolated due to loss of the protection group during reaction work-up and the following recrystallization steps. The titled product was isolated after silica gel column chromatography (Biotage 40 M, eluent=5-10% MeOH in DCM). 1H NMR (d6-DMSO, 400 MHz) 6.52 (br s, 2H), 6.... Starting materials: OCCO, Cc1ccccc1, Cl, Cc1ccc(S(=O)(=O)O)cc1, CC(C)N(CCOC(=O)C1(c2ccccc2)CCC(=O)CC1)C(C)C. Product: Cl, CC(C)N(CCOC(=O)C1(c2ccccc2)CCC2(CC1)OCCO2)C(C)C. As a reaction SMILES: [CH2:38]([CH2:39][OH:40])[OH:41].[CH3:42][c:43]1[cH:44][cH:45][cH:46][cH:47][cH:48]1.[ClH:1].[c:27]1([CH3:28])[cH:29][cH:30][c:31]([S:32]([OH:33])(=[O:34])=[O:35])[cH:36][cH:37]1.[c:2]1([C:8]2([C:15](=[O:16])[O:17][CH2:18][CH2:19][N:20]([CH:21]([CH3:22])[CH3:23])[CH:24]([CH3:25])[CH3:26])[CH2:9][CH2:10][C:11](=[O:14])[CH2:12][CH2:13]2)[cH:3][cH:4][cH:5][cH:6][cH:7]1>>[ClH:1].[c:2]1([C:8]2([C:15](=[O:16])[O:17][CH2:18][CH2:19][N:20]([CH:21]([CH3:22])[CH3:23])[CH:24]([CH3:25])[CH3:26])[CH2:9][CH2:10][C:11]3([CH2:12][CH2:13]2)[O:14][CH2:38][CH2:39][O:40]3)[cH:3][cH:4][cH:5][cH:6][cH:7]1. The reactants are C12CCC(C=C1)C2.C(C=C)CC(=O)[O-] (5-norbornene 2-allylacetate), C(CCC)C1C2C=CC(C1)C2 (5-butylnorbornene), C1(=CC=CC=C1)C (toluene), C1(=CC=CC=C1)C (toluene), C(C)O (ethanol). Reagents/catalysts: CC(=O)[O-].CC(=O)[O-].[Pd+2] (Pd(OAc)2). Solvent: C(Cl)Cl (CH2Cl2). Conditions: temperature 90 celsius, time 18 hour. The product is C12CCC(C=C1)C2.C(C=C)CC(=O)[O-].C(CCC)C1C2C=CC(C1)C2 (5-norbornene 2-allylacetate 5-butylnorbornene). As a reaction SMILES: [CH:1]12[CH2:7][CH:4]([CH:5]=[CH:6]1)[CH2:3][CH2:2]2.[CH2:8]([CH2:11][C:12]([O-:14])=[O:13])[CH:9]=[CH2:10].[CH2:15]([CH:19]1[CH2:24][CH:23]2[CH2:25][CH:20]1[CH:21]=[CH:22]2)[CH2:16][CH2:17][CH3:18].C1(C)C=CC=CC=1.C(O)C>C(Cl)Cl.CC([O-])=O.CC([O-])=O.[Pd+2]>[CH:1]12[CH2:7][CH:4]([CH:3]=[CH:2]1)[CH2:5][CH2:6]2.[CH2:8]([CH2:11][C:12]([O-:14])=[O:13])[CH:9]=[CH2:10].[CH2:15]([CH:19]1[CH2:24][CH:23]2[CH2:25][CH:20]1[CH:21]=[CH:22]2)[CH2:16][CH2:17][CH3:18] |f:0.1,6.7.8,9.10.11|. Procedure details: 5-norbornene-2-allylacetate (NB—CH2—O—C(O)—CH3) (5 mL, 30.9 mmol), 5-butylnorbornene (1.3 mL, 7.7 mmol), and toluene (7.3 mL) were charged into a 250 mL Schlenk flask. Pd(OAc)2 (0.17 mg, 0.77 p mol) and [(Cy)3PH][(B(C6F5)4) (1.48 mg, 1.55 p mol) were dissolved in CH2Cl2 (1 mL) and added to the monomer solution. While the reaction mixture was stirred for 18 hours at 90° C., the reaction mixture became viscous. After the reaction was completed, 120 ml of toluene was added to the viscous solution t...